Dataset: the Open Reaction Database (ORD), a public repository of structured organic reaction records. Task: describe an organic reaction: reactants, conditions, products, and yield Reactants: ClCCl, OC(c1ccc(C2CCCCC2)cc1)c1ccccn1, O=[Cr](=O)=O, c1ccncc1. Yields the product O=C(c1ccc(C2CCCCC2)cc1)c1ccccn1. Reaction SMILES: [CH2:31]([Cl:32])[Cl:33].[CH:11]1([c:17]2[cH:18][cH:19][c:20]([CH:23]([c:24]3[n:25][cH:26][cH:27][cH:28][cH:29]3)[OH:30])[cH:21][cH:22]2)[CH2:12][CH2:13][CH2:14][CH2:15][CH2:16]1.[O:1]=[Cr:2](=[O:3])=[O:4].[cH:5]1[cH:6][cH:7][n:8][cH:9][cH:10]1>>[CH:11]1([c:17]2[cH:18][cH:19][c:20]([C:23]([c:24]3[n:25][cH:26][cH:27][cH:28][cH:29]3)=[O:30])[cH:21][cH:22]2)[CH2:12][CH2:13][CH2:14][CH2:15][CH2:16]1. Starting materials: BrC=1C=C(C=C(C1Cl)C(CC)F)[N+](=O)[O-] (3-bromo-4-chloro-5-(1-fluoropropyl)-1-nitrobenzene), O (water), solution, CO (methanol), C(C)#N (acetonitrile). Reagents/catalysts: [Cl-].[Cl-].[Cl-].[Ti+3] (titanium trichloride). The solvent is C(C)(=O)OCC (ethyl acetate), Cl (hydrochloric acid). Conditions: time 3 hour. Yields the product BrC=1C=C(N)C=C(C1Cl)C(CC)F (3-bromo-4-chloro-5-(1-fluoropropyl)aniline). Yield: 85.6%. As a reaction SMILES: [Br:1][C:2]1[CH:3]=[C:4]([N+:13]([O-])=O)[CH:5]=[C:6]([CH:9]([F:12])[CH2:10][CH3:11])[C:7]=1[Cl:8].CO.C(#N)C.O>Cl.[Cl-].[Cl-].[Cl-].[Ti+3].C(OCC)(=O)C>[Br:1][C:2]1[CH:3]=[C:4]([CH:5]=[C:6]([CH:9]([F:12])[CH2:10][CH3:11])[C:7]=1[Cl:8])[NH2:13] |f:5.6.7.8|. Procedure: 6.54 g (22.1 mmol) of 3-bromo-4-chloro-5-(1-fluoropropyl)-1-nitrobenzene was dissolved in a solvent mixture comprising 30 ml of methanol and 90 ml of acetonitrile, followed by the addition of 120 ml of a 20% solution of titanium trichloride in diluted hydrochloric acid under a nitrogen stream under cooling with ice. The obtained mixture was stirred at room temperature for 3 hours and then poured into water. The resulting mixture was extratcted with ethyl acetate. The ethyl acetate phase was wash... Starting materials: [Li]CCCC, CN(CC=CC#CC(C)(C)C)Cc1cccc(Br)c1, CCCCCC, CN(C)C=O, CC(C)=O, [Cl-], [NH4+], C1CCOC1. The product is CN(CC=CC#CC(C)(C)C)Cc1cccc(C=O)c1. As a reaction SMILES: [CH2:20]([Li:21])[CH2:22][CH2:23][CH3:24].[CH3:1][C:2]([C:3]#[C:4][CH:5]=[CH:6][CH2:7][N:8]([CH3:9])[CH2:10][c:11]1[cH:12][c:13]([Br:17])[cH:14][cH:15][cH:16]1)([CH3:18])[CH3:19].[CH3:25][CH2:26][CH2:27][CH2:28][CH2:29][CH3:30].[CH3:31][N:32]([CH:33]=[O:34])[CH3:35].[CH3:43][C:44](=[O:45])[CH3:46].[Cl-:36].[NH4+:37].[O:38]1[CH2:39][CH2:40][CH2:41][CH2:42]1>>[CH3:1][C:2]([C:3]#[C:4][CH:5]=[CH:6][CH2:7][N:8]([CH3:9])[CH2:10][c:11]1[cH:12][c:13]([CH:33]=[O:34])[cH:14][cH:15][cH:16]1)([CH3:18])[CH3:19]. Starting materials: ClCCCCBr, [Li]CCCC, C1CCOC1, CCOCn1c(C)nc2c(N(Cc3ccccc3)Cc3ccccc3)nc3ccccc3c21. Yields the product CCOCn1c(CCCCCCl)nc2c(N(Cc3ccccc3)Cc3ccccc3)nc3ccccc3c21. RXN SMILES: [Br:39][CH2:40][CH2:41][CH2:42][CH2:43][Cl:44].[Li:34][CH2:35][CH2:36][CH2:37][CH3:38].[O:45]1[CH2:46][CH2:47][CH2:48][CH2:49]1.[c:1]1([CH2:7][N:8]([c:9]2[n:10][c:11]3[cH:12][cH:13][cH:14][cH:15][c:16]3[c:17]3[c:18]2[n:19][c:20]([CH3:26])[n:21]3[CH2:22][O:23][CH2:24][CH3:25])[CH2:27][c:28]2[cH:29][cH:30][cH:31][cH:32][cH:33]2)[cH:2][cH:3][cH:4][cH:5][cH:6]1>>[c:1]1([CH2:7][N:8]([c:9]2[n:10][c:11]3[cH:12][cH:13][cH:14][cH:15][c:16]3[c:17]3[c:18]2[n:19][c:20]([CH2:26][CH2:40][CH2:41][CH2:42][CH2:43][Cl:44])[n:21]3[CH2:22][O:23][CH2:24][CH3:25])[CH2:27][c:28]2[cH:29][cH:30][cH:31][cH:32][cH:33]2)[cH:2][cH:3][cH:4][cH:5][cH:6]1. Starting materials: OC1=C(C=C2N=C(C(=NC2=C1)C=1C=C2C=NNC2=CC1)N1[C@H](CCC1)C)C(=O)OC ((S)-methyl 7-hydroxy-2-(1H-indazol-5-yl)-3-(2-methylpyrrolidin-1-yl)quinoxaline-6-carboxylate), [OH-].[Na+] (NaOH), O (water). Solvent: CO (methanol). Run at time 8 hour. Product: OC1=C(C=C2N=C(C(=NC2=C1)C=1C=C2C=NNC2=CC1)N1[C@H](CCC1)C)C(=O)O ((S)-7-hydroxy-2-(1H-indazol-5-yl)-3-(2-methylpyrrolidin-1-yl)quinoxaline-6-carboxylic acid). The yield is 56.2%. Reaction SMILES: [OH:1][C:2]1[CH:11]=[C:10]2[C:5]([N:6]=[C:7]([N:21]3[CH2:25][CH2:24][CH2:23][C@@H:22]3[CH3:26])[C:8]([C:12]3[CH:13]=[C:14]4[C:18](=[CH:19][CH:20]=3)[NH:17][N:16]=[CH:15]4)=[N:9]2)=[CH:4][C:3]=1[C:27]([O:29]C)=[O:28].[OH-].[Na+].O>CO>[OH:1][C:2]1[CH:11]=[C:10]2[C:5]([N:6]=[C:7]([N:21]3[CH2:25][CH2:24][CH2:23][C@@H:22]3[CH3:26])[C:8]([C:12]3[CH:13]=[C:14]4[C:18](=[CH:19][CH:20]=3)[NH:17][N:16]=[CH:15]4)=[N:9]2)=[CH:4][C:3]=1[C:27]([OH:29])=[O:28] |f:1.2|. Procedure: To a solution of (S)-methyl 7-hydroxy-2-(1H-indazol-5-yl)-3-(2-methylpyrrolidin-1-yl)quinoxaline-6-carboxylate (120 mg, 0.30 mmol) in methanol (10 ml) was added NaOH (48 mg, 1.27 mmol) and water (1 ml). The resulting solution was stirred overnight at room temperature and concentrated under vacuum. The residue was dissolved in water (15 ml) and adjusted to pH 5 with hydrochloric acid (1N). The solids were collected by filtration to afford (S)-7-hydroxy-2-(1H-indazol-5-yl)-3-(2-methylpyrrolidin-1-... The reactants are BrC1=C(OC=C1)C=O (3-bromofuran-2-carboxaldehyde), C#CCCCCCCCCCCC (1-tridecyne). Solvent: ClCCl (dichloromethane). The product is C(#CCCCCCCCCCCC)C1=C(OC=C1)C=O (3-(1-Tridecynyl)furan-2-carboxaldehyde). Yield: 39.0%. As a reaction SMILES: Br[C:2]1[CH:6]=[CH:5][O:4][C:3]=1[CH:7]=[O:8].[CH:9]#[C:10][CH2:11][CH2:12][CH2:13][CH2:14][CH2:15][CH2:16][CH2:17][CH2:18][CH2:19][CH2:20][CH3:21]>ClCCl>[C:9]([C:2]1[CH:6]=[CH:5][O:4][C:3]=1[CH:7]=[O:8])#[C:10][CH2:11][CH2:12][CH2:13][CH2:14][CH2:15][CH2:16][CH2:17][CH2:18][CH2:19][CH2:20][CH3:21]. Procedure: Reaction of 3-bromofuran-2-carboxaldehyde (3.86 g, 21.5 mmole, from Example 5) with 1-tridecyne (6.7 g) as described in Example 1 afforded 2.28 g (39% of the title compound after chromatography with dichloromethane on silica. Recrystallisation from petroleum ether [bp 40°-60° C.] afforded material of mp 56°-57° C., νmax 3170, 3120, 2230, 1660, 1420, 1355, 1280 cm-1 ; δ(CDCl3) 0.84 (3H, distorted t, terminal CH3), 1.11-1.67 (18H, m, alkylene chain), 2.40 (2H, t, J 6.3 Hz, CH2C≡C), 6.47 (1H, d, J ... Starting materials: N1CCCCC1 (piperidine), ClCCCOC1=CC=C(C=C1)C=1C=C(C(N(N1)C)=O)C (6-(4-(3-chloropropoxy)-phenyl)-2,4-dimethyl-2H-pyridazin-3-one), COC1=CC=C(C=C1)C=1C=C(C(NN1)=O)C (6-(4-methoxy-phenyl)-4-methyl-2H-pyridazin-3-one), BrCCCCl (3-bromo-1-chloropropane). Procedure details: 6-(4-(3-Chloropropoxy)-phenyl)-2,4-dimethyl-2H-pyridazin-3-one was prepared from the product of step 3 and 3-bromo-1-chloropropane using the procedure described for Example 22 step 4. Example 39 (2,4-dimethyl-6-[4-(3-piperidin-1-yl-propoxy)-phenyl]-2H-pyridazin-3-one) was prepared using 6-(4-(3-chloropropoxy)-phenyl)-2,4-dimethyl-2H-pyridazin-3-one and piperidine by the methods described for example 22 step 5. The hydrochloride salt was prepared; Mp 222-3° C.; MS m/z 342 (M+H). As a reaction SMILES: COC1C=C[C:6]([C:9]2[CH:10]=[C:11](C)[C:12](=O)[NH:13]N=2)=CC=1.BrCCCCl.[Cl:22][CH2:23][CH2:24][CH2:25][O:26][C:27]1[CH:32]=[CH:31][C:30]([C:33]2[CH:34]=[C:35]([CH3:41])[C:36](=[O:40])[N:37]([CH3:39])[N:38]=2)=[CH:29][CH:28]=1.N1CCCCC1>>[Cl:22][CH2:23][CH2:24][CH2:25][O:26][C:27]1[CH:28]=[CH:29][C:30]([C:33]2[CH:34]=[C:35]([CH3:41])[C:36](=[O:40])[N:37]([CH3:39])[N:38]=2)=[CH:31][CH:32]=1.[CH3:39][N:37]1[C:36](=[O:40])[C:35]([CH3:41])=[CH:34][C:33]([C:30]2[CH:31]=[CH:32][C:27]([O:26][CH2:25][CH2:24][CH2:23][N:13]3[CH2:6][CH2:9][CH2:10][CH2:11][CH2:12]3)=[CH:28][CH:29]=2)=[N:38]1. The product is ClCCCOC1=CC=C(C=C1)C=1C=C(C(N(N1)C)=O)C (6-(4-(3-Chloropropoxy)-phenyl)-2,4-dimethyl-2H-pyridazin-3-one), CN1N=C(C=C(C1=O)C)C1=CC=C(C=C1)OCCCN1CCCCC1 (2,4-dimethyl-6-[4-(3-piperidin-1-yl-propoxy)-phenyl]-2H-pyridazin-3-one), hydrochloride salt. The reactants are NC1=CC(=NN1C1=C(C=CC=C1Cl)Cl)C#N (5-amino-3-cyano-1-(2,6-dichlorophenyl)pyrazole), IN1C(CCC1=O)=O (N-iodosuccinimide). Run in C(C)#N (acetonitrile). Reaction conditions: time 1 hour. The product is NC1=C(C(=NN1C1=C(C=CC=C1Cl)Cl)C#N)C=1OC=CC1 (5-Amino-3-cyano-1-(2,6-dichlorophenyl)-4-(2-furanyl)pyrazole). RXN SMILES: [NH2:1][C:2]1[N:6]([C:7]2[C:12]([Cl:13])=[CH:11][CH:10]=[CH:9][C:8]=2[Cl:14])[N:5]=[C:4]([C:15]#[N:16])[CH:3]=1.IN1[C:22](=O)[CH2:21][CH2:20][C:19]1=[O:24]>C(#N)C>[NH2:1][C:2]1[N:6]([C:7]2[C:8]([Cl:14])=[CH:9][CH:10]=[CH:11][C:12]=2[Cl:13])[N:5]=[C:4]([C:15]#[N:16])[C:3]=1[C:22]1[O:24][CH:19]=[CH:20][CH:21]=1. Procedure details: To a stirred solution of 5-amino-3-cyano-1-(2,6-dichlorophenyl)pyrazole (0.1318 g) in acetonitrile (5 ml) at room temperature was added N-iodosuccinimide (0.1469 g). Stirring was continued for 1 hour and the mixture was then evaporated to dryness. The residue was taken up in dioxane (5 ml). Furan-2-boronic acid (0.1232 g), tetrakis(triphenylphosphine)palladium(0) (0.0554 g) and a solution of potassium carbonate (0.4405 g) in water (2 ml) were added. The mixture was heated under reflux for 48 hou... The reactants are OC(C(=O)OCC)C1=C2C=CC=NC2=CC=C1 (ethyl 2-hydroxy-2-(quinolin-5-yl)acetate), IC (iodomethane), [H-].[Na+] (NaH), [H-].[Na+] (NaH). Solvent: C1CCOC1 (THF). Run at time 1 hour. Yields the product COC(C(=O)OCC)C1=C2C=CC=NC2=CC=C1 (ethyl 2-methoxy-2-(quinolin-5-yl)acetate). Yield: 56.5%. As a reaction SMILES: [OH:1][CH:2]([C:8]1[CH:17]=[CH:16][CH:15]=[C:14]2[C:9]=1[CH:10]=[CH:11][CH:12]=[N:13]2)[C:3]([O:5][CH2:6][CH3:7])=[O:4].I[CH3:19].[H-].[Na+]>C1COCC1>[CH3:19][O:1][CH:2]([C:8]1[CH:17]=[CH:16][CH:15]=[C:14]2[C:9]=1[CH:10]=[CH:11][CH:12]=[N:13]2)[C:3]([O:5][CH2:6][CH3:7])=[O:4] |f:2.3|. Procedure details: To a solution of ethyl 2-hydroxy-2-(quinolin-5-yl)acetate (1.5 g, 6.5 mmol) in anhydrous THF in an oven-dried flask under argon was added iodomethane (1.2 mL, 19.2 mmol) and the mixture was cooled over an ice bath. NaH (60% in oil; 0.26 g, 6.5 mmol) was added and the mixture stirred for 1 hour over ice. After removing the ice bath, stirring was continued for an additional 3.25 hours, and more NaH (60%; 0.030 g, 0.75 mmol) was added. The mixture was stirred for 45 minutes then the reaction was qu...